From a dataset of the Open Reaction Database (ORD), a public repository of structured organic reaction records. describe an organic reaction: reactants, conditions, products, and yield The reactants are BrC1=C2C3(C(N(C2=CC=C1)CC=1OC(=CC1)C(F)(F)F)=O)COC=1C3=CC3=C(OCO3)C1 (4′-bromo-1′-{[5-(trifluoromethyl)-2-furyl]methyl}spiro[furo[2,3-f][1,3]benzodioxole-7,3′-indol]-2′(1′H)-one), CN(C1=CC=C(C=N1)B(O)O)C ([6-(dimethylamino)pyridin-3-yl]boronic acid), BrC1=C2C3(C(N(C2=CC=C1)CCCCC)=O)COC=1C3=CC3=C(OCO3)C1 (4′-bromo-1′-pentylspiro[furo[2,3-f][1,3]benzodioxole-7,3′-indol]-2′(1H)-one), N1=CC(=CC2=CC=CC=C12)B(O)O (quinolin-3-ylboronic acid). The product is N1=CC(=CC2=CC=CC=C12)C1=C2C3(C(N(C2=CC=C1)CC=1OC(=CC1)C(F)(F)F)=O)COC=1C3=CC3=C(OCO3)C1 (4′-quinolin-3-yl-1′-{[5-(trifluoromethyl)-2-furyl]methyl}spiro[furo[2,3-f][1,3]benzodioxole-7,3′-indol]-2′(1′H)-one). Reaction SMILES: Br[C:2]1[CH:10]=[CH:9][CH:8]=[C:7]2[C:3]=1[C:4]1([C:25]3=[CH:26][C:27]4[O:31][CH2:30][O:29][C:28]=4[CH:32]=[C:24]3[O:23][CH2:22]1)[C:5](=[O:21])[N:6]2[CH2:11][C:12]1[O:13][C:14]([C:17]([F:20])([F:19])[F:18])=[CH:15][CH:16]=1.BrC1C=CC=[C:39]2[C:35]=1[C:36]1([C:52]3=[CH:53][C:54]4OCO[C:55]=4[CH:59]=[C:51]3OC1)C(=O)[N:38]2CCCCC.N1C2C(=CC=CC=2)C=C(B(O)O)C=1.CN(C)C1N=CC(B(O)O)=CC=1>>[N:38]1[C:53]2[C:52](=[CH:51][CH:59]=[CH:55][CH:54]=2)[CH:36]=[C:35]([C:2]2[CH:10]=[CH:9][CH:8]=[C:7]3[C:3]=2[C:4]2([C:25]4=[CH:26][C:27]5[O:31][CH2:30][O:29][C:28]=5[CH:32]=[C:24]4[O:23][CH2:22]2)[C:5](=[O:21])[N:6]3[CH2:11][C:12]2[O:13][C:14]([C:17]([F:19])([F:20])[F:18])=[CH:15][CH:16]=2)[CH:39]=1. Procedure details: Following the procedure as described in EXAMPLE 4, and making non-critical variations using 4′-bromo-1′-{[5-(trifluoromethyl)-2-furyl]methyl}spiro[furo[2,3-f][1,3]benzodioxole-7,3′-indol]-2′(1′H)-one to replace 4′-bromo-1′-pentylspiro[furo[2,3-f][1,3]benzodioxole-7,3′-indol]-2′(1H)-one, quinolin-3-ylboronic acid to replace [6-(dimethylamino)pyridin-3-yl]boronic acid, the title compound was obtained (50%) as a colorless solid: 1H NMR (300 MHz, CDCl3) δ 8.52 (d, 1H), 8.09 (d, 1H), 7.74-7.68 (m, 1H... The reactants are ON=C1CCc2ccc(Br)cc21, CC(C)[Si](Cl)(C(C)C)C(C)C, ClCCl, c1c[nH]cn1. Yields the product CC(C)[Si](ON=C1CCc2ccc(Br)cc21)(C(C)C)C(C)C. Reaction SMILES: [Br:6][c:7]1[cH:8][cH:9][c:10]2[c:14]([cH:15]1)[C:13](=[N:16][OH:17])[CH2:12][CH2:11]2.[CH:18]([CH3:19])([CH3:20])[Si:21]([CH:22]([CH3:23])[CH3:24])([CH:25]([CH3:26])[CH3:27])[Cl:28].[Cl:29][CH2:30][Cl:31].[nH:1]1[cH:2][cH:3][n:4][cH:5]1>>[Br:6][c:7]1[cH:8][cH:9][c:10]2[c:14]([cH:15]1)[C:13](=[N:16][O:17][Si:21]([CH:18]([CH3:19])[CH3:20])([CH:22]([CH3:23])[CH3:24])[CH:25]([CH3:26])[CH3:27])[CH2:12][CH2:11]2. The reactants are C, CCO, CC(C)(C)c1cc(CCCOc2ccccc2[N+](=O)[O-])cc(C(C)(C)C)c1O, [Pd]. Product: CC(C)(C)c1cc(CCCOc2ccccc2N)cc(C(C)(C)C)c1O. RXN SMILES: [C:32].[CH3:29][CH2:30][OH:31].[N+:1]([O-:2])(=[O:3])[c:4]1[c:5]([O:6][CH2:7][CH2:8][CH2:9][c:10]2[cH:11][c:12]([C:21]([CH3:22])([CH3:23])[CH3:24])[c:13]([OH:20])[c:14]([C:16]([CH3:17])([CH3:18])[CH3:19])[cH:15]2)[cH:25][cH:26][cH:27][cH:28]1.[Pd:33]>>[NH2:1][c:4]1[c:5]([O:6][CH2:7][CH2:8][CH2:9][c:10]2[cH:11][c:12]([C:21]([CH3:22])([CH3:23])[CH3:24])[c:13]([OH:20])[c:14]([C:16]([CH3:17])([CH3:18])[CH3:19])[cH:15]2)[cH:25][cH:26][cH:27][cH:28]1. Reactants: CC(C)(C)Oc1nccnc1CN1CCC(C)(C(=O)Cc2ccccc2F)CC1, O=C([O-])O, CCOC(C)=O, CCOC(C)=O, ClCCl, Cl, [Na+]. Yields the product CC1(C(=O)Cc2ccccc2F)CCN(Cc2ncc[nH]c2=O)CC1. As a reaction SMILES: [C:1]([CH3:2])([CH3:3])([CH3:4])[O:5][c:6]1[c:7]([CH2:12][N:13]2[CH2:14][CH2:15][C:16]([CH3:19])([C:20]([CH2:21][c:22]3[c:23]([F:28])[cH:24][cH:25][cH:26][cH:27]3)=[O:29])[CH2:17][CH2:18]2)[n:8][cH:9][cH:10][n:11]1.[C:30](=[O:31])([OH:32])[O-:33].[C:44]([O:45][CH2:46][CH3:47])(=[O:48])[CH3:49].[CH3:38][CH2:39][O:40][C:41](=[O:42])[CH3:43].[Cl:35][CH2:36][Cl:37].[ClH:50].[Na+:34]>>[O:5]=[c:6]1[c:7]([CH2:12][N:13]2[CH2:14][CH2:15][C:16]([CH3:19])([C:20]([CH2:21][c:22]3[c:23]([F:28])[cH:24][cH:25][cH:26][cH:27]3)=[O:29])[CH2:17][CH2:18]2)[n:8][cH:9][cH:10][nH:11]1. Starting materials: ClC=1C=C(C[C@@H]2N(CCCC2)C(=O)C2=NC3=CC=CC=C3N=C2O)C=CC1 ((R)-(2-(3-chlorobenzyl)piperidin-1-yl)(3-hydroxyquinoxalin-2-yl)methanone), C(=O)(OC(C)(C)C)[C@@H](C(=O)O)C(CC1=CC(=CC=C1)Cl)N (Boc-(R)-3-amino-4-(3-chlorophenyl)butyric acid). Yields the product ClC=1C=C(C[C@H]2N(CCCC2)C(=O)C2=NC3=CC=CC=C3N=C2O)C=CC1 ((S)-(2-(3-chlorobenzyl)piperidin-1-yl)(3-hydroxyquinoxalin-2-yl)methanone). RXN SMILES: [Cl:1][C:2]1[CH:3]=[C:4]([CH:25]=[CH:26][CH:27]=1)[CH2:5][C@H:6]1[CH2:11][CH2:10][CH2:9][CH2:8][N:7]1[C:12]([C:14]1[C:23]([OH:24])=[N:22][C:21]2[C:16](=[CH:17][CH:18]=[CH:19][CH:20]=2)[N:15]=1)=[O:13].C([C@H](C(N)CC1C=CC=C(Cl)C=1)C(O)=O)(OC(C)(C)C)=O>>[Cl:1][C:2]1[CH:3]=[C:4]([CH:25]=[CH:26][CH:27]=1)[CH2:5][C@@H:6]1[CH2:11][CH2:10][CH2:9][CH2:8][N:7]1[C:12]([C:14]1[C:23]([OH:24])=[N:22][C:21]2[C:16](=[CH:17][CH:18]=[CH:19][CH:20]=2)[N:15]=1)=[O:13]. Procedure: Compound 7-8 (S isomer) was prepared analogous to the preparation of Compound 7-7 beginning from Boc-(R)-3-amino-4-(3-chlorophenyl)butyric acid. The reactants are O.NN (hydrazine hydrate), C (charcoal), O.NN (Hydrazine hydrate), C(C1=CC=CC=C1)N1[C@@H]2CN([C@H](C1)C2)C2=C(C=C(C=C2)[N+](=O)[O-])F (4-[(1S)(4S)-2-benzyl-2,5-diazabicyclo{2,2,1}heptan-5-yl]-3-fluoro-1-nitrobenzene). Reagents/catalysts: [Ni] (Raney nickel), [Ni] (Raney nickel). The solvent is C(C)O (ethanol). Conditions: temperature 60 celsius, time 3 hour. The product is NC1=CC(=C(C=C1)N1[C@@H]2CN([C@H](C1)C2)CC2=CC=CC=C2)F (1-amino-4-[(1S)(4S)-2-benzyl-2,5-diazabicyclo{2.2.1}heptan-5-yl]-3-fluorobenzene). Yield: 86.1%. As a reaction SMILES: O.NN.[CH2:4]([N:11]1[CH2:16][C@@H:15]2[CH2:17][C@H:12]1[CH2:13][N:14]2[C:18]1[CH:23]=[CH:22][C:21]([N+:24]([O-])=O)=[CH:20][C:19]=1[F:27])[C:5]1[CH:10]=[CH:9][CH:8]=[CH:7][CH:6]=1.C>C(O)C.[Ni]>[NH2:24][C:21]1[CH:22]=[CH:23][C:18]([N:14]2[CH2:13][C@@H:12]3[CH2:17][C@H:15]2[CH2:16][N:11]3[CH2:4][C:5]2[CH:6]=[CH:7][CH:8]=[CH:9][CH:10]=2)=[C:19]([F:27])[CH:20]=1 |f:0.1|. Procedure details: Hydrazine hydrate (0.57 ml) was added to a suspension of 4-[(1S)(4S)-2-benzyl-2,5-diazabicyclo{2,2,1}heptan-5-yl]-3-fluoro-1-nitrobenzene (1.63 g, 5 mmol) in ethanol (35 ml) with stirring, followed by Raney nickel (˜1 g). The mixture was heated at 60° C. for 1.5 hours. More hydrazine hydrate (0.2 ml) and Raney nickel (˜0.5 g) were added and heating continued for a further 3 hours. The mixture was cooled and stirred with charcoal (0.5 g) for 1 hour and filtered. The filtrate was evaporated to giv...